Dataset: the Open Reaction Database (ORD), a public repository of structured organic reaction records. Task: describe an organic reaction: reactants, conditions, products, and yield The product is N1=CN=CC2=C1CCNC2 (5,6,7,8-Tetrahydropyrido[4,3-d]pyrimidine). Reaction SMILES: C(OC([N:8]1[CH2:17][CH2:16][C:11]2[N:12]=[CH:13][N:14]=[CH:15][C:10]=2[CH2:9]1)=O)(C)(C)C.FC(F)(F)C(O)=O>ClCCl>[N:12]1[C:11]2[CH2:16][CH2:17][NH:8][CH2:9][C:10]=2[CH:15]=[N:14][CH:13]=1. Procedure details: A solution of the product from Step B above (730 mg) in 10 mL of dichloromethane was cooled to 0° C. and treated dropwise with 5 mL of trifluoroacetic acid. The solution was warmed to room temperature and, after 1 h, concentrated under reduced pressure. The residue was dissolved in methanol and applied to an ion-exchange column (Varian Bond-Elut SCX, 5 g; preconditioned with methanol). The column was washed several times with methanol, and the amine product was eluted with 1.0M ammonia-methanol.... Starting materials: C(C)(C)(C)OC(=O)N1CC2=C(N=CN=C2)CC1 (6-(tert-Butoxycarbonyl)-5,6,7,8-tetrahydropyrido[4,3-d]pyrimidine), FC(C(=O)O)(F)F (trifluoroacetic acid). Run in ClCCl (dichloromethane).